From a dataset of the Open Reaction Database (ORD), a public repository of structured organic reaction records. describe an organic reaction: reactants, conditions, products, and yield The reactants are O (water), C1(=CC=CC2=CC=CC=C12)C=O (1-naphthaldehyde), C(C(O)C)(=S)O (thiolactic acid), C(=O)[O-].[NH4+] (ammonium formate). The solvent is C1(=CC=CC=C1)C (toluene). Yields the product C1(=CC=CC2=CC=CC=C12)C1SC(C(N1)=O)C (2-[1-Naphthyl]-5-methylthiazolidin-4-one). The yield is 62.7%. As a reaction SMILES: O.[C:2]1([CH:12]=O)[C:11]2[C:6](=[CH:7][CH:8]=[CH:9][CH:10]=2)[CH:5]=[CH:4][CH:3]=1.[C:14](O)(=[S:18])[CH:15](C)O.[CH:20]([O-:22])=O.[NH4+:23]>C1(C)C=CC=CC=1>[C:2]1([CH:12]2[NH:23][C:20](=[O:22])[CH:14]([CH3:15])[S:18]2)[C:11]2[C:6](=[CH:7][CH:8]=[CH:9][CH:10]=2)[CH:5]=[CH:4][CH:3]=1 |f:3.4|. Procedure details: In a flask with a trap for continuous collection and removal of water, 31 g (0.19 mole) 1-naphthaldehyde, 21.5 g (0.19 mole) 95% thiolactic acid, 12 g (0.19 mole) ammonium formate and 200 ml toluene were combined. The mixture was heated to reflux and refluxed three hours. The reaction mixture was allowed to cool and then filtered. The solids were washed with petroleum ether and then ethyl ether and then air-dried to give 29 g of the above-identified product as a white solid.